From a dataset of the Open Reaction Database (ORD), a public repository of structured organic reaction records. describe an organic reaction: reactants, conditions, products, and yield Starting materials: Cl.C(C)(=N)N (acetamidine hydrochloride), [Na] (Sodium), Cl.O=C1CN(CCC1C(=O)OCC)CC1=CC=CC=C1 (ethyl 3-oxo-1-(phenylmethyl)-piperidine-4-carboxylate hydrochloride). Run in C(C)O (ethanol). Reaction conditions: time 30 minute. Product: CC1=NC(C2C(=N1)CN(CC2)CC2=CC=CC=C2)=O (2-Methyl-7-(phenylmethyl)-5,6,7,8-tetrahydropyrido[3,4-d]pyrimidin-4(4aH)-one). Yield: 93.3%. Reaction SMILES: [Na].Cl.[C:3]([NH2:6])(=[NH:5])[CH3:4].Cl.O=[C:9]1[CH:14]([C:15](OCC)=[O:16])[CH2:13][CH2:12][N:11]([CH2:20][C:21]2[CH:26]=[CH:25][CH:24]=[CH:23][CH:22]=2)[CH2:10]1>C(O)C>[CH3:4][C:3]1[N:6]=[C:13]2[CH2:12][N:11]([CH2:20][C:21]3[CH:26]=[CH:25][CH:24]=[CH:23][CH:22]=3)[CH2:10][CH2:9][CH:14]2[C:15](=[O:16])[N:5]=1 |f:1.2,3.4,^1:0|. Procedure details: Sodium metal (4.4 g, 0.19 mol) was dissolved in ethanol (300 ml) and acetamidine hydrochloride (9.3 g, 0.1 mol) was added. After 30 min, commercially available ethyl 3-oxo-1-(phenylmethyl)-piperidine-4-carboxylate hydrochloride (25 g, 0.084 mol) was added and the reaction mixture was refluxed for 18 h. The reaction mixture was filtered and the concentrated in vacuo to give the title compound (20 g). The reactants are FC1=CC2=C(C(=NO2)C2CCN(CC2)CCCO)C=C1 (3-(4-(6-fluoro -1,2-benzisoxazol-3-yl)piperidino)propanol), CN(C(=O)Cl)C1=CC2=C(C=C1)OCO2 (N-methyl-N-(3,4-methylenedioxyphenyl)carbamoylchloride). Yields the product Cl.FC1=CC2=C(C(=NO2)C2CCN(CC2)CCCOC(N(C2=CC3=C(C=C2)OCO3)C)=O)C=C1 (4-(6-Fluoro-1,2-benzisoxazol-3-yl)-1-(3-(N-methyl-N-(3,4-methylenedioxyphenyl)carbamoyloxy) propyl)piperidine, hydrochloride). The yield is 34.6%. RXN SMILES: [F:1][C:2]1[CH:20]=[CH:19][C:5]2[C:6]([CH:9]3[CH2:14][CH2:13][N:12]([CH2:15][CH2:16][CH2:17][OH:18])[CH2:11][CH2:10]3)=[N:7][O:8][C:4]=2[CH:3]=1.[CH3:21][N:22]([C:26]1[CH:31]=[CH:30][C:29]2[O:32][CH2:33][O:34][C:28]=2[CH:27]=1)[C:23]([Cl:25])=[O:24]>>[ClH:25].[F:1][C:2]1[CH:20]=[CH:19][C:5]2[C:6]([CH:9]3[CH2:14][CH2:13][N:12]([CH2:15][CH2:16][CH2:17][O:18][C:23](=[O:24])[N:22]([CH3:21])[C:26]4[CH:31]=[CH:30][C:29]5[O:32][CH2:33][O:34][C:28]=5[CH:27]=4)[CH2:11][CH2:10]3)=[N:7][O:8][C:4]=2[CH:3]=1 |f:2.3|. Procedure: By following the procedure described in example 2B 3-(4-(6-fluoro -1,2-benzisoxazol-3-yl)piperidino)propanol (278 mg, 1 mmol) was reacted with N-methyl-N-(3,4-methylenedioxyphenyl)carbamoylchloride (240 mg, 1.12 mmol) to give 170 mg of the title compound. M.p. 126°-129° C.